Dataset: the Open Reaction Database (ORD), a public repository of structured organic reaction records. Task: describe an organic reaction: reactants, conditions, products, and yield Reactants: BrCC(=O)C1=C(C=C(C=C1)Cl)Cl (2-bromo-2', 4'-dichloroacetophenone), ClC1=CC(=C(C=C1)C)OCC(CO)O (3-(4-chloro-o-tolyloxy)-1,2-propanediol), C1(=CC=C(C=C1)S(=O)(=O)O)C (p-toluenesulfonic acid), C(CCC)O (n-butanol). Solvent: C1=CC=CC=C1 (benzene), O (water). The product is BrCC1(OCC(O1)COC1=C(C=CC(=C1)Cl)C)C1=C(C=C(C=C1)Cl)Cl (2-(bromomethyl)-4-(4-chloro-2-tolyloxymethyl)-2-(2,4-dichlorophenyl)-1,3-dioxolane). Reaction SMILES: [Br:1][CH2:2][C:3]([C:5]1[CH:10]=[CH:9][C:8]([Cl:11])=[CH:7][C:6]=1[Cl:12])=[O:4].[Cl:13][C:14]1[CH:19]=[CH:18][C:17]([CH3:20])=[C:16]([O:21][CH2:22][CH:23]([OH:26])[CH2:24]O)[CH:15]=1.C1(C)C=CC(S(O)(=O)=O)=CC=1.C(O)CCC>O.C1C=CC=CC=1>[Br:1][CH2:2][C:3]1([C:5]2[CH:10]=[CH:9][C:8]([Cl:11])=[CH:7][C:6]=2[Cl:12])[O:26][CH:23]([CH2:22][O:21][C:16]2[CH:15]=[C:14]([Cl:13])[CH:19]=[CH:18][C:17]=2[CH3:20])[CH2:24][O:4]1. Reported procedure: A mixture of 6 parts of 2-bromo-2', 4'-dichloroacetophenone, 6 parts of 3-(4-chloro-o-tolyloxy)-1,2-propanediol, 3 parts of p-toluenesulfonic acid, 80 parts of n-butanol and 180 parts of benzene is stirred and refluxed for 24 hours with water-separator. The solvent is removed in vacuo and the residue is triturated in methanol. The produce is filtered off and crystallized from petroleumether, yielding A + B 2-(bromomethyl)-4-(4-chloro-2-tolyloxymethyl)-2-(2,4-dichlorophenyl)-1,3-dioxolane. Starting materials: C(C)=O (acetaldehyde), C(C)=O (acetaldehyde), C(#N)[BH3-].[Na+] (sodium cyanoborohydride), ClC1=C(CN2C(=NC=3C2=NC(=CC3)C(NS(=O)(=O)CCCCC)=O)C)C=CC(=C1)NC (3-(2-chloro-4-(methylamino)benzyl)-2-methyl-5-(1-pentanesulfonylcarbamoyl)-3H-imidazo[4,5-b]pyridine), CO (methanol). The solvent is C(C)(=O)O (acetic acid), C(Cl)(Cl)Cl.CO (chloroform methanol), O1CCCC1 (tetrahydrofuran). Conditions: time 2 hour. The product is ClC1=C(CN2C(=NC=3C2=NC(=CC3)C(NS(=O)(=O)CCCCC)=O)C)C=CC(=C1)N(C)CC (3-(2-chloro-4-(ethylmethylamino)benzyl)-2-methyl-5-(1-pentanesulfonylcarbamoyl)-3H-imidazo[4,5-b]pyridine). The yield is 80.1%. Reaction SMILES: [Cl:1][C:2]1[CH:29]=[C:28]([NH:30][CH3:31])[CH:27]=[CH:26][C:3]=1[CH2:4][N:5]1[C:9]2=[N:10][C:11]([C:14](=[O:24])[NH:15][S:16]([CH2:19][CH2:20][CH2:21][CH2:22][CH3:23])(=[O:18])=[O:17])=[CH:12][CH:13]=[C:8]2[N:7]=[C:6]1[CH3:25].CO.[CH:34](=O)[CH3:35].C([BH3-])#N.[Na+]>O1CCCC1.C(Cl)(Cl)Cl.CO.C(O)(=O)C>[Cl:1][C:2]1[CH:29]=[C:28]([N:30]([CH2:34][CH3:35])[CH3:31])[CH:27]=[CH:26][C:3]=1[CH2:4][N:5]1[C:9]2=[N:10][C:11]([C:14](=[O:24])[NH:15][S:16]([CH2:19][CH2:20][CH2:21][CH2:22][CH3:23])(=[O:18])=[O:17])=[CH:12][CH:13]=[C:8]2[N:7]=[C:6]1[CH3:25] |f:3.4,6.7|. Procedure details: To a suspension of 3-(2-chloro-4-(methylamino)benzyl)-2-methyl-5-(1-pentanesulfonylcarbamoyl)-3H-imidazo[4,5-b]pyridine (232 mg) in tetrahydrofuran (1.2 ml)—methanol (1.2 ml) were added acetaldehyde (106 mg), sodium cyanoborohydride (65 mg) and acetic acid (60 mg) at room temperature, and the mixture was stirred. After 2 hr, acetaldehyde (80 mg) was added and the mixture was stirred for 2 hr. The reaction mixture was diluted A with chloroform/methanol (10/1) (10 ml), washed successively with wat... Reactants: NC=1C(=CC(=C(C#N)C1)F)F (5-amino-2,4-difluorobenzonitrile), ClC1=NN2C(C(=N1)N(CC1=CC=C(C=C1)OC)C1CC1)=NC=C2C#N (2-chloro-4-(cyclopropyl(4-methoxybenzyl)amino)imidazo[2,1-f][1,2,4]triazine-7-carbonitrile), ClC1=NN2C(C(=N1)N(CC1=CC=C(C=C1)OC)C1CC1)=NC=C2C#N (2-chloro-4-(cyclopropyl(4-methoxybenzyl)amino)imidazo[2,1-f][1,2,4]triazine-7-carbonitrile), C(=O)([O-])[O-].[Cs+].[Cs+] (Cs2CO3), C1(=CC=CC=C1)P(C1=CC=CC=2C(C3=CC=CC(=C3OC12)P(C1=CC=CC=C1)C1=CC=CC=C1)(C)C)C1=CC=CC=C1 (4,5-bis(diphenylphosphino)-9,9-dimethyxanthene). Reagents/catalysts: C1=CC=C(C=C1)P([C-]2C=CC=C2)C3=CC=CC=C3.C1=CC=C(C=C1)P([C-]2C=CC=C2)C3=CC=CC=C3.[Fe+2] (DPPF), CC(=O)[O-].CC(=O)[O-].[Pd+2] (Pd(OAc)2). Reaction conditions: temperature 100 celsius. Product: C(#N)C=1C(=CC(=C(C1)NC1=NN2C(C(=N1)N(CC1=CC=C(C=C1)OC)C1CC1)=NC=C2C#N)F)F (2-((5-cyano-2,4-difluorophenyl)amino)-4-(cyclopropyl(4-methoxybenzyl)amino)imidazo[2,1-f][1,2,4]triazine-7-carbonitrile). The yield is 86.9%. Reaction SMILES: [NH2:1][C:2]1[C:3]([F:11])=[CH:4][C:5]([F:10])=[C:6]([CH:9]=1)[C:7]#[N:8].Cl[C:13]1[N:18]=[C:17]([N:19]([CH:29]2[CH2:31][CH2:30]2)[CH2:20][C:21]2[CH:26]=[CH:25][C:24]([O:27][CH3:28])=[CH:23][CH:22]=2)[C:16]2=[N:32][CH:33]=[C:34]([C:35]#[N:36])[N:15]2[N:14]=1.C([O-])([O-])=O.[Cs+].[Cs+].C1(P(C2C=CC=CC=2)C2C3OC4C(=CC=CC=4P(C4C=CC=CC=4)C4C=CC=CC=4)C(C)(C)C=3C=CC=2)C=CC=CC=1>C1C=CC(P(C2C=CC=CC=2)[C-]2C=CC=C2)=CC=1.C1C=CC(P(C2C=CC=CC=2)[C-]2C=CC=C2)=CC=1.[Fe+2].CC([O-])=O.CC([O-])=O.[Pd+2]>[C:7]([C:6]1[C:5]([F:10])=[CH:4][C:3]([F:11])=[C:2]([NH:1][C:13]2[N:18]=[C:17]([N:19]([CH:29]3[CH2:31][CH2:30]3)[CH2:20][C:21]3[CH:26]=[CH:25][C:24]([O:27][CH3:28])=[CH:23][CH:22]=3)[C:16]3=[N:32][CH:33]=[C:34]([C:35]#[N:36])[N:15]3[N:14]=2)[CH:9]=1)#[N:8] |f:2.3.4,6.7.8,9.10.11|. Procedure details: A mixture of 5-amino-2,4-difluorobenzonitrile (300 mg, 1.947 mmol), 2-chloro-4-(cyclopropyl(4-methoxybenzyl)amino)imidazo[2,1-f][1,2,4]triazine-7-carbonitrile (Intermediate 9) (691 mg, 1.947 mmol), Cs2CO3 (1268 mg, 3.89 mmol), DPPF (108 mg, 0.195 mmol), 4,5-bis(diphenylphosphino)-9,9-dimethyxanthene (113 mg, 0.195 mmol), and Pd(OAc)2 (131 mg, 0.584 mmol) in a microwave vial was flushed with nitrogen. Dioxane (16 mL) was added and the vial was sealed and heated at 100° C. for 4 hr. The reaction w... Reaction SMILES: [CH:1]([CH3:2])([CH3:3])[N:4]1[CH2:5][CH2:6][N:7]([C:10](=[O:11])[c:12]2[cH:13][c:14]3[cH:15][c:16]([C:21](=[O:22])[N:23]4[CH2:24][CH2:25][N:26]([S:29]([CH3:30])(=[O:31])=[O:32])[CH2:27][CH2:28]4)[nH:17][c:18]3[cH:19][cH:20]2)[CH2:8][CH2:9]1.[N:33]1([C:39](=[O:40])[N:41]2[CH2:42][CH2:43][CH2:44][CH2:45][CH2:46]2)[CH2:34][CH2:35][NH:36][CH2:37][CH2:38]1>>[CH:1]([CH3:2])([CH3:3])[N:4]1[CH2:5][CH2:6][N:7]([C:10](=[O:11])[c:12]2[cH:13][c:14]3[cH:15][c:16]([C:21](=[O:22])[N:23]4[CH2:24][CH2:25][N:26]([C:39](=[O:40])[N:41]5[CH2:42][CH2:43][CH2:44][CH2:45][CH2:46]5)[CH2:27][CH2:28]4)[nH:17][c:18]3[cH:19][cH:20]2)[CH2:8][CH2:9]1. Reactants: CC(C)N1CCN(C(=O)c2ccc3[nH]c(C(=O)N4CCN(S(C)(=O)=O)CC4)cc3c2)CC1, O=C(N1CCCCC1)N1CCNCC1. Product: CC(C)N1CCN(C(=O)c2ccc3[nH]c(C(=O)N4CCN(C(=O)N5CCCCC5)CC4)cc3c2)CC1. Starting materials: c1(ccc(cc1)I)Cl, c1(c(n[nH]c1)O)C(OCC)=O. Reagents/catalysts: c1ccc(cc1)-c2c3ccccc3cc4ccccc24 (9-Phenylanthracene), C(=O)([O-])[O-].[K+].[K+] (K2CO3), c1(c(c(c(c(c1C)C)NC(C(O)=O)=O)C)C)NC(C(O)=O)=O (DMPAO-MeDimer), [Cu]I (CuI). The solvent is CS(=O)C (DMSO). Run at temperature 110 celsius, time 18 hour. The product is CCOC(=O)c1cn(nc1O)c2ccc(Cl)cc2. Reaction SMILES: [CH3:1][CH2:2][O:3][C:4]([c:6]1[c:10]([OH:11])[n:9][nH:8][cH:7]1)=[O:5].[Cl:12][c:13]1[cH:18][cH:17][c:16](I)[cH:15][cH:14]1>>[CH3:1][CH2:2][O:3][C:4]([c:6]1[c:10]([OH:11])[n:9][n:8]([c:16]2[cH:17][cH:18][c:13]([Cl:12])[cH:14][cH:15]2)[cH:7]1)=[O:5]. The reactants are Nc1cc(C2=NOC(c3cc(Cl)cc(Cl)c3)(C(F)(F)F)C2)ccc1Br, [C-]#N, [C-]#N, CN(C)C=O, Cc1ccccc1, [Zn+2], c1ccc(P(c2ccccc2)(c2ccccc2)[Pd](P(c2ccccc2)(c2ccccc2)c2ccccc2)(P(c2ccccc2)(c2ccccc2)c2ccccc2)P(c2ccccc2)(c2ccccc2)c2ccccc2)cc1. The product is N#Cc1ccc(C2=NOC(c3cc(Cl)cc(Cl)c3)(C(F)(F)F)C2)cc1N. RXN SMILES: [Br:1][c:2]1[c:3]([NH2:25])[cH:4][c:5]([C:8]2=[N:9][O:10][C:11]([C:13]([F:14])([F:15])[F:16])([c:17]3[cH:18][c:19]([Cl:24])[cH:20][c:21]([Cl:23])[cH:22]3)[CH2:12]2)[cH:6][cH:7]1.[C-:38]#[N:39].[C-:41]#[N:42].[CH3:26][N:27]([CH3:28])[CH:29]=[O:30].[CH3:31][c:32]1[cH:33][cH:34][cH:35][cH:36][cH:37]1.[Zn+2:40].[cH:43]1[cH:44][cH:45][c:46]([P:47]([Pd:48]([P:49]([c:50]2[cH:51][cH:52][cH:53][cH:54][cH:55]2)([c:56]2[cH:57][cH:58][cH:59][cH:60][cH:61]2)[c:62]2[cH:63][cH:64][cH:65][cH:66][cH:67]2)([P:68]([c:69]2[cH:70][cH:71][cH:72][cH:73][cH:74]2)([c:75]2[cH:76][cH:77][cH:78][cH:79][cH:80]2)[c:81]2[cH:82][cH:83][cH:84][cH:85][cH:86]2)[P:87]([c:88]2[cH:89][cH:90][cH:91][cH:92][cH:93]2)([c:94]2[cH:95][cH:96][cH:97][cH:98][cH:99]2)[c:100]2[cH:101][cH:102][cH:103][cH:104][cH:105]2)([c:106]2[cH:107][cH:108][cH:109][cH:110][cH:111]2)[c:112]2[cH:113][cH:114][cH:115][cH:116][cH:117]2)[cH:118][cH:119]1>>[c:2]1([C:26]#[N:27])[c:3]([NH2:25])[cH:4][c:5]([C:8]2=[N:9][O:10][C:11]([C:13]([F:14])([F:15])[F:16])([c:17]3[cH:18][c:19]([Cl:24])[cH:20][c:21]([Cl:23])[cH:22]3)[CH2:12]2)[cH:6][cH:7]1. Starting materials: CC(C)(C)[O-], Cc1ccccc1, Cl, [Na+], O, Oc1ccccc1, Oc1cc(Cl)nnc1Cl, OC1CCCCC1. The product is Oc1cc(Cl)nnc1Oc1ccccc1. Reaction SMILES: [CH3:15][C:16]([CH3:17])([O-:18])[CH3:19].[CH3:31][c:32]1[cH:33][cH:34][cH:35][cH:36][cH:37]1.[ClH:30].[Na+:20].[OH2:38].[OH:1][c:2]1[cH:3][cH:4][cH:5][cH:6][cH:7]1.[OH:21][c:22]1[c:23]([Cl:29])[n:24][n:25][c:26]([Cl:28])[cH:27]1.[OH:8][CH:9]1[CH2:10][CH2:11][CH2:12][CH2:13][CH2:14]1>>[O:1]([c:2]1[cH:3][cH:4][cH:5][cH:6][cH:7]1)[c:23]1[c:22]([OH:21])[cH:27][c:26]([Cl:28])[n:25][n:24]1.